Task: describe an organic reaction: reactants, conditions, products, and yield. Dataset: the Open Reaction Database (ORD), a public repository of structured organic reaction records Reactants: C(C1=CC=CC=C1)N1C2CN(CC1CC2)C(=O)OC(C)(C)C (tert-Butyl 8-benzyl-3,8-diazabicyclo[3.2.1]octane-3-carboxylate). The reagents and catalysts are [OH-].[OH-].[Pd+2] (Pearlman's catalyst). The solvent is CO (methanol). Run at time 8 hour. Yields the product [NH4+].[OH-] (NH4OH), C12CN(CC(CC1)N2)C(=O)OC(C)(C)C (tert-butyl 3.8-diazabicyclo[3.2.1]octane-3-carboxylate). The yield is 1.0%. As a reaction SMILES: C([N:8]1[CH:13]2[CH2:14][CH2:15][CH:9]1[CH2:10][N:11]([C:16]([O:18][C:19]([CH3:22])([CH3:21])[CH3:20])=[O:17])[CH2:12]2)C1C=CC=CC=1>[OH-].[OH-].[Pd+2].CO>[NH4+:8].[OH-:17].[CH:9]12[NH:8][CH:13]([CH2:14][CH2:15]1)[CH2:12][N:11]([C:16]([O:18][C:19]([CH3:22])([CH3:21])[CH3:20])=[O:17])[CH2:10]2 |f:1.2.3,5.6|. Procedure: tert-Butyl 8-benzyl-3,8-diazabicyclo[3.2.1]octane-3-carboxylate (5.46 mmol, 203 mg) and Pearlman's catalyst were combined in methanol under a hydrogen atmosphere (1 atmosphere) stirred overnight at room temperature. Purged with nitrogen, filtered off the catalyst, and concentrated the filtrate to a yellow liquid. The mixture was filtered and the filtrate was concentrated under reduced pressure. The residue was purified by chromatography on silica gel (5% MeOH, 0.5% NH4OH in CH2Cl2, then 10% MeOH... The reactants are CCO, CC(C(N)=O)c1ccc2c(c1)Sc1ccccc1CC2=O, O=S(=O)(O)O. Product: CCOC(=O)C(C)c1ccc2c(c1)Sc1ccccc1CC2=O. Reaction SMILES: [CH3:27][CH2:28][OH:29].[O:1]=[C:2]1[c:3]2[c:4]([cH:13][c:14]([CH:17]([C:18](=[O:19])[NH2:20])[CH3:21])[cH:15][cH:16]2)[S:5][c:6]2[c:7]([cH:9][cH:10][cH:11][cH:12]2)[CH2:8]1.[S:22](=[O:23])(=[O:24])([OH:25])[OH:26]>>[O:1]=[C:2]1[c:3]2[c:4]([cH:13][c:14]([CH:17]([C:18](=[O:19])[O:29][CH2:28][CH3:27])[CH3:21])[cH:15][cH:16]2)[S:5][c:6]2[c:7]([cH:9][cH:10][cH:11][cH:12]2)[CH2:8]1.